Dataset: the Open Reaction Database (ORD), a public repository of structured organic reaction records. Task: describe an organic reaction: reactants, conditions, products, and yield Reactants: CN(C=O)C (N,N-dimethylformamide), NC1=C(C=C(C(=N1)N1C=C(C(C2=CC(=C(C(=C12)F)F)F)=O)C(=O)O)F)F (1-(6-amino-3,5-difluoropyridine-2-yl)-6,7,8-trifluoro-4-oxo-1,4-dihydroquinoline-3-carboxylic acid), Cl.Cl.NC1CNC1 (3-aminoazetidine dihydrochloride), CN1CCCC1 (N-methylpyrrolidine). The solvent is C(C)O (ethanol). Run at temperature 90 celsius, time 1 hour. The product is NC1CN(C1)C1=C(C=C2C(C(=CN(C2=C1F)C1=NC(=C(C=C1F)F)N)C(=O)O)=O)F (7-(3-aminoazetidine-1-yl)-1-(6-amino-3,5-difluoropyridine-2-yl)-6,8-difluoro-4-oxo-1,4-dihydroquinoline-3-carboxylic acid). The yield is 68.2%. As a reaction SMILES: CN(C)C=O.[NH2:6][C:7]1[N:12]=[C:11]([N:13]2[C:22]3[C:17](=[CH:18][C:19]([F:25])=[C:20](F)[C:21]=3[F:23])[C:16](=[O:26])[C:15]([C:27]([OH:29])=[O:28])=[CH:14]2)[C:10]([F:30])=[CH:9][C:8]=1[F:31].Cl.Cl.[NH2:34][CH:35]1[CH2:38][NH:37][CH2:36]1.CN1CCCC1>C(O)C>[NH2:34][CH:35]1[CH2:38][N:37]([C:20]2[C:21]([F:23])=[C:22]3[C:17]([C:16](=[O:26])[C:15]([C:27]([OH:29])=[O:28])=[CH:14][N:13]3[C:11]3[C:10]([F:30])=[CH:9][C:8]([F:31])=[C:7]([NH2:6])[N:12]=3)=[CH:18][C:19]=2[F:25])[CH2:36]1 |f:2.3.4|. Reported procedure: To 270 mg of N,N-dimethylformamide were added 90 mg of 1-(6-amino-3,5-difluoropyridine-2-yl)-6,7,8-trifluoro-4-oxo-1,4-dihydroquinoline-3-carboxylic acid, 50 mg of 3-aminoazetidine dihydrochloride, and 110 mg of N-methylpyrrolidine, and the mixture was stirred at 90° C. for 1 hour. After adding 0.3 ml of ethanol, the mixture was allowed to cool, and the precipitate was collected by-filtration and washed with ethanol and diisopropylether successively to obtain 70 mg of the title compound as a col... Reactants: O=c1ncc(Cl)c[nH]1, O=C=NCCCl, CN(C)C=O. Product: O=C(NCCCl)n1cc(Cl)cnc1=O. Reaction SMILES: [Cl:1][c:2]1[cH:3][n:4][c:5](=[O:8])[nH:6][cH:7]1.[Cl:9][CH2:10][CH2:11][N:12]=[C:13]=[O:14].[O:15]=[CH:16][N:17]([CH3:18])[CH3:19]>>[Cl:1][c:2]1[cH:3][n:4]([C:13]([NH:12][CH2:11][CH2:10][Cl:9])=[O:14])[c:5](=[O:8])[n:6][cH:7]1.